Dataset: the Open Reaction Database (ORD), a public repository of structured organic reaction records. Task: describe an organic reaction: reactants, conditions, products, and yield Starting materials: ClC=1C=C(C(=O)Cl)C=CC1Cl (3,4-dichlorobenzoyl chloride), Cl.Cl.N1(C=NC=C1)CCCCN (1H-imidazole-1-butanamine dihydrochloride), [OH-].[Na+] (sodium hydroxide). The solvent is C(Cl)Cl (methylene chloride), C(Cl)Cl (methylene chloride). Conditions: time 18 hour. The product is ClC=1C=C(C(=O)NCCCCN2C=NC=C2)C=CC1Cl (3,4-Dichloro-N-[4-(1H-imidazol-1-yl)butyl]benzamide). RXN SMILES: [Cl:1][C:2]1[CH:3]=[C:4]([CH:8]=[CH:9][C:10]=1[Cl:11])[C:5](Cl)=[O:6].Cl.Cl.[N:14]1([CH2:19][CH2:20][CH2:21][CH2:22][NH2:23])[CH:18]=[CH:17][N:16]=[CH:15]1.[OH-].[Na+]>C(Cl)Cl>[Cl:1][C:2]1[CH:3]=[C:4]([CH:8]=[CH:9][C:10]=1[Cl:11])[C:5]([NH:23][CH2:22][CH2:21][CH2:20][CH2:19][N:14]1[CH:18]=[CH:17][N:16]=[CH:15]1)=[O:6] |f:1.2.3,4.5|. Reported procedure: A solution of 1.05 g. of 3,4-dichlorobenzoyl chloride in 25 ml. of methylene chloride was added to a stirred solution of 1.06 g. of 1H-imidazole-1-butanamine dihydrochloride in 15 ml. of 1N sodium hydroxide. The mixture was stirred for 18 hours, methylene chloride was added and the layers were separated. The organic layer was washed with water, dried over magnesium sulfate and concentrated. The residue was washed onto a filter with diethyl ether, giving the desired product, m.p. 86°-88° C.